Dataset: the Open Reaction Database (ORD), a public repository of structured organic reaction records. Task: describe an organic reaction: reactants, conditions, products, and yield The reactants are CCCCCCC1CCNC1, CC(C)CCO, COc1c(Cl)cc2c(N)nc(SC)nc2c1OC. The product is CCCCCCC1CCN(c2nc(N)c3cc(Cl)c(OC)c(OC)c3n2)C1. As a reaction SMILES: [CH2:19]([CH2:20][CH2:21][CH2:22][CH2:23][CH3:24])[CH:25]1[CH2:26][NH:27][CH2:28][CH2:29]1.[CH2:30]([OH:31])[CH2:32][CH:33]([CH3:34])[CH3:35].[CH3:1][S:2][c:3]1[n:4][c:5]2[c:6]([O:17][CH3:18])[c:7]([O:15][CH3:16])[c:8]([Cl:14])[cH:9][c:10]2[c:11]([NH2:13])[n:12]1>>[c:3]1([N:27]2[CH2:26][CH:25]([CH2:19][CH2:20][CH2:21][CH2:22][CH2:23][CH3:24])[CH2:29][CH2:28]2)[n:4][c:5]2[c:6]([O:17][CH3:18])[c:7]([O:15][CH3:16])[c:8]([Cl:14])[cH:9][c:10]2[c:11]([NH2:13])[n:12]1.